Dataset: the Open Reaction Database (ORD), a public repository of structured organic reaction records. Task: describe an organic reaction: reactants, conditions, products, and yield Reactants: ClC=1SC2=C(N1)C(C1=C(C=C2)C=C(C=C1)Cl)C=1C(NC(N(C1)C)=O)=O ((±)-5-(2,7-Dichloro-4H-benzo[5,6]cyclohepta[1,2-d]thiazol-4-yl)-1-methyl-2,4(1H,3H)-pyrimidinedione), C1(CCC1)N (cyclobutylamine). Solvent: O1CCOCC1 (1,4-dioxane). Run at temperature 60 celsius. The product is ClC=1C=CC2=C(C=CC3=C(N=C(S3)NC3CCC3)C2C=2C(NC(N(C2)C)=O)=O)C1 ((±)-5-(7-Chloro-2-(cyclobutylamino)-4H-benzo[5,6]cyclohepta[1,2-d]thiazol-4-yl)-1-methyl-2,4(1H,3H)-pyrimidinedione). RXN SMILES: Cl[C:2]1[S:3][C:4]2[CH:11]=[CH:10][C:9]3[CH:12]=[C:13]([Cl:16])[CH:14]=[CH:15][C:8]=3[CH:7]([C:17]3[C:18](=[O:25])[NH:19][C:20](=[O:24])[N:21]([CH3:23])[CH:22]=3)[C:5]=2[N:6]=1.[CH:26]1([NH2:30])[CH2:29][CH2:28][CH2:27]1>O1CCOCC1>[Cl:16][C:13]1[CH:14]=[CH:15][C:8]2[CH:7]([C:17]3[C:18](=[O:25])[NH:19][C:20](=[O:24])[N:21]([CH3:23])[CH:22]=3)[C:5]3[N:6]=[C:2]([NH:30][CH:26]4[CH2:29][CH2:28][CH2:27]4)[S:3][C:4]=3[CH:11]=[CH:10][C:9]=2[CH:12]=1. Reported procedure: A mixture of the product from example 44 step (viii) (0.25 g) and cyclobutylamine (0.54 ml) in dry 1,4-dioxane (3 ml) were heated at 60° C. for 34 h. The solvent was removed under reduced pressure and the residue partitioned between water and ethyl acetate. The organic extracts were dried (MgSO4) and evaporated under reduced pressure. The reactants are CC(C=C)=O (3-buten-2-one), FC1=CC=C(C=C1)CN1C(=NC2=C1C=CC=C2)NC2CCNCC2 (1-[(4-fluorophenyl)methyl]-N-(4-piperidinyl)-1H-benzimidazol-2-amine). Run in C(C)O (ethanol). Run at time 3 hour. Product: FC1=CC=C(C=C1)CN1C(=NC2=C1C=CC=C2)NC2CCN(CC2)CCC(C)=O (4-[4-[[1-[(4-fluorophenyl)methyl]-1H-benzimidazol-2-yl]amino]-1-piperidinyl]-2-butanone). Isolated yield 42.0%. As a reaction SMILES: [CH3:1][C:2](=[O:5])[CH:3]=[CH2:4].[F:6][C:7]1[CH:12]=[CH:11][C:10]([CH2:13][N:14]2[C:18]3[CH:19]=[CH:20][CH:21]=[CH:22][C:17]=3[N:16]=[C:15]2[NH:23][CH:24]2[CH2:29][CH2:28][NH:27][CH2:26][CH2:25]2)=[CH:9][CH:8]=1>C(O)C>[F:6][C:7]1[CH:12]=[CH:11][C:10]([CH2:13][N:14]2[C:18]3[CH:19]=[CH:20][CH:21]=[CH:22][C:17]=3[N:16]=[C:15]2[NH:23][CH:24]2[CH2:25][CH2:26][N:27]([CH2:4][CH2:3][C:2](=[O:5])[CH3:1])[CH2:28][CH2:29]2)=[CH:9][CH:8]=1. Procedure: A mixture of 2.1 parts of 3-buten-2-one, 9.7 parts of 1-[(4-fluorophenyl)methyl]-N-(4-piperidinyl)-1H-benzimidazol-2-amine and 120 parts of ethanol was stirred for 3 hours at reflux temperature. The reaction mixture was evaporated. The residue was purified by column-chromatography over silica gel using a mixture of trichloromethane and methanol (95:5 by volume) as eluent. The pure fractions were collected and the eluent was evaporated. The residue was crystallized from a mixture of 2-propanone a... Starting materials: C1(=CC=CC=C1)SCCCO (3-(Phenylthio)-1-propanol), BrCCCCCCBr (1,6-dibromohexane), [OH-].[Na+] (sodium hydroxide). Run in O (water). Yields the product BrCCCCCCOCCCSC1=CC=CC=C1 ([[3-[(6-Bromohexyl)oxy]propyl]thio]benzene). Reaction SMILES: [C:1]1([S:7][CH2:8][CH2:9][CH2:10][OH:11])[CH:6]=[CH:5][CH:4]=[CH:3][CH:2]=1.[Br:12][CH2:13][CH2:14][CH2:15][CH2:16][CH2:17][CH2:18]Br.[OH-].[Na+]>O>[Br:12][CH2:13][CH2:14][CH2:15][CH2:16][CH2:17][CH2:18][O:11][CH2:10][CH2:9][CH2:8][S:7][C:1]1[CH:6]=[CH:5][CH:4]=[CH:3][CH:2]=1 |f:2.3|. Procedure: 3-(Phenylthio)-1-propanol (3.00 g), 1,6-dibromohexane (5.5 ml), aqueous 12.5M sodium hydroxide (27 ml) and TAB (802 mg) were vigorously stirred at room temperature overnight. The mixture was diluted with water (60 ml), extracted with diethyl ether (3×90 ml), and the combined, dried organic extracts were evaporated. The residual oil was purified by FCC eluting with System B (1:99→1:24) to give the title compound (4.01 g) as a colourless oil. T.l.c. (System B 1:3) Rf 0.35. Starting materials: [BH4-], CO, Cl, CS(=O)(=O)Nc1ccc(F)c(C(=O)CN)c1, [Na+]. The product is CS(=O)(=O)Nc1ccc(F)c(C(O)CN)c1. As a reaction SMILES: [BH4-:18].[CH3:20][OH:21].[ClH:1].[NH2:2][CH2:3][C:4](=[O:5])[c:6]1[cH:7][c:8]([NH:9][S:10](=[O:11])(=[O:12])[CH3:13])[cH:14][cH:15][c:16]1[F:17].[Na+:19]>>[NH2:2][CH2:3][CH:4]([OH:5])[c:6]1[cH:7][c:8]([NH:9][S:10](=[O:11])(=[O:12])[CH3:13])[cH:14][cH:15][c:16]1[F:17]. Starting materials: NC=1C=C(C=CC1)C1=CC=CC=2C=C(OC21)C(=O)N[C@H]2CN1CCC2CC1 (7-(3-aminophenyl)-N-[(3R)-1-azabicyclo[2.2.2]oct-3-yl]-1-benzofuran-2-carboxamide), C(C(C)C)(=O)Cl (isobutyryl chloride). Product: Cl.N12C[C@@H](C(CC1)CC2)NC(=O)C=2OC1=C(C2)C=CC=C1C1=CC(=CC=C1)NC(C(C)C)=O (N-[(3R)-1-Azabicyclo[2.2.2]oct-3-yl]-7-[3-(isobutyrylamino)phenyl]-1-benzofuran-2-carboxamide hydrochloride). RXN SMILES: [NH2:1][C:2]1[CH:3]=[C:4]([C:8]2[C:16]3[O:15][C:14]([C:17]([NH:19][C@@H:20]4[CH:25]5[CH2:26][CH2:27][N:22]([CH2:23][CH2:24]5)[CH2:21]4)=[O:18])=[CH:13][C:12]=3[CH:11]=[CH:10][CH:9]=2)[CH:5]=[CH:6][CH:7]=1.[C:28]([Cl:33])(=[O:32])[CH:29]([CH3:31])[CH3:30]>>[ClH:33].[N:22]12[CH2:23][CH2:24][CH:25]([CH2:26][CH2:27]1)[C@@H:20]([NH:19][C:17]([C:14]1[O:15][C:16]3[C:8]([C:4]4[CH:5]=[CH:6][CH:7]=[C:2]([NH:1][C:28](=[O:32])[CH:29]([CH3:31])[CH3:30])[CH:3]=4)=[CH:9][CH:10]=[CH:11][C:12]=3[CH:13]=1)=[O:18])[CH2:21]2 |f:2.3|. Reported procedure: 50 mg (0.14 mmol) of 7-(3-aminophenyl)-N-[(3R)-1-azabicyclo[2.2.2]oct-3-yl]-1-benzofuran-2-carboxamide (Example 114) and 29.5 mg (0.28 mmol) of isobutyryl chloride are reacted together by general method F. 12.8 mg (19.5% of theory) of the title compound are obtained.